This data is from the Open Reaction Database (ORD), a public repository of structured organic reaction records. The task is: describe an organic reaction: reactants, conditions, products, and yield Reactants: ClC1=NC=2NC(N(C(C2N1CC=C)=O)C)=O (8-chloro-1-methyl-7-(2-propen-1-yl)-3,7-dihydro-1H-purine-2,6-dione), C([O-])([O-])=O.[Na+].[Na+] (sodium carbonate), N1CCOCC1 (morpholine), C(C)I (ethyl iodide). Reagents/catalysts: C=1C=CC(=CC1)[P](C=2C=CC=CC2)(C=3C=CC=CC3)[Pd]([P](C=4C=CC=CC4)(C=5C=CC=CC5)C=6C=CC=CC6)([P](C=7C=CC=CC7)(C=8C=CC=CC8)C=9C=CC=CC9)[P](C=1C=CC=CC1)(C=1C=CC=CC1)C=1C=CC=CC1 (Pd(PPh3)4). Solvent: CN(C)C=O (DMF), CCOC(=O)C (EtOAc). Reaction conditions: time 90 hour. The product is ClC1=NC=2N(C(N(C(C2N1)=O)C)=O)CC (8-chloro-3-ethyl-1-methyl-3,7-dihydro-1H-purine-2,6-dione). Isolated yield 69.8%. As a reaction SMILES: [Cl:1][C:2]1[N:10](CC=C)[C:9]2[C:8](=[O:14])[N:7]([CH3:15])[C:6](=[O:16])[NH:5][C:4]=2[N:3]=1.C(=O)([O-])[O-].[Na+].[Na+].[CH2:23](I)[CH3:24].N1CCOCC1>CN(C=O)C.CCOC(C)=O.C1C=CC([P]([Pd]([P](C2C=CC=CC=2)(C2C=CC=CC=2)C2C=CC=CC=2)([P](C2C=CC=CC=2)(C2C=CC=CC=2)C2C=CC=CC=2)[P](C2C=CC=CC=2)(C2C=CC=CC=2)C2C=CC=CC=2)(C2C=CC=CC=2)C2C=CC=CC=2)=CC=1>[Cl:1][C:2]1[NH:10][C:9]2[C:8](=[O:14])[N:7]([CH3:15])[C:6](=[O:16])[N:5]([CH2:23][CH3:24])[C:4]=2[N:3]=1 |f:1.2.3,^1:46,48,67,86|. Procedure details: To a solution of 8-chloro-1-methyl-7-(2-propen-1-yl)-3,7-dihydro-1H-purine-2,6-dione (100 mg, 0.42 mmol) in anhydrous DMF (3 ml) was added sodium carbonate (58 mg, 0.54 mmol), after 10 minutes stirring ethyl iodide (0.043 ml, 0.54 mmol) was added and the reaction mixture stirred at room temperature under nitrogen for 90 hours. Pd(PPh3)4 (73 mg, 0.063 mmol) was then added and the reaction vessel evacuated and flushed with nitrogen (×3), morpholine (0.37 ml, 4.3 mmol) was added and stirring at roo... The reactants are C(C)(C)(C)NNC(C1=C(C(=CC=C1)OC)COCC=C)=O (2-allyloxymethyl-3-methoxy-benzoic acid N′-tert-butyl-hydrazide), CC=1C=C(C(=O)Cl)C=C(C1)C (3,5-dimethylbenzoyl chloride), C(=O)([O-])[O-].[K+].[K+] (K2CO3). The solvent is C(Cl)Cl (CH2Cl2), C(Cl)Cl (CH2Cl2), O (H2O). Run at time 24 hour. Yields the product C(C=C)OCC1C(C(=O)NN(C(C2=CC(=CC(=C2)C)C)=O)C(C)(C)C)=CC=CC1(OC)C (3,5-dimethyl-benzoic acid N′-(2-allyloxymethyl-3-methyl-3-methoxy-benzoyl)-N-tert-butyl-hydrazide). The yield is 80.1%. Reaction SMILES: [C:1]([NH:5][NH:6][C:7](=[O:21])[C:8]1[CH:13]=[CH:12][CH:11]=[C:10]([O:14][CH3:15])[C:9]=1[CH2:16][O:17][CH2:18][CH:19]=[CH2:20])([CH3:4])([CH3:3])[CH3:2].[CH3:22][C:23]1[CH:24]=[C:25]([CH:29]=[C:30]([CH3:32])[CH:31]=1)[C:26](Cl)=[O:27].[C:33]([O-])([O-])=O.[K+].[K+]>C(Cl)Cl.O>[CH2:18]([O:17][CH2:16][CH:9]1[C:10]([CH3:33])([O:14][CH3:15])[CH:11]=[CH:12][CH:13]=[C:8]1[C:7]([NH:6][N:5]([C:1]([CH3:4])([CH3:3])[CH3:2])[C:26](=[O:27])[C:25]1[CH:24]=[C:23]([CH3:22])[CH:31]=[C:30]([CH3:32])[CH:29]=1)=[O:21])[CH:19]=[CH2:20] |f:2.3.4|. Reported procedure: To a flask containing 2.0 g (0.0068 mol) of 2-allyloxymethyl-3-methoxy-benzoic acid N′-tert-butyl-hydrazide dissolved in 15 mL of CH2Cl2 was added 1.27 g (0.0075 mol) of 3,5-dimethylbenzoyl chloride in 10 mL of CH2Cl2 and 2.84 g of K2CO3 (0.02 mol) in 30 mL of H2O. The mixture was stirred at room temperature for 24 hours. The reaction mixture was diluted and partitioned, and the organic phase was dried and solvent was removed in vacuo. The product was purified by silica gel chromatography; eluti... Reactants: [OH-].C(C1=CC=CC=C1)[N+](C)(C)C (benzyltrimethyl-ammonium hydroxide), COC=1C=C(C(=O)NCC=2NC(=CC2)C)C=CC1OC (2-(3,4-Dimethoxy-benzoylamino-methyl)-5-methyl-pyrrole), C(C=C)#N (acrylonitrile). Solvent: C(Cl)Cl (methylene chloride). Run at time 30 minute. Product: C(#N)CCN1C(=CC=C1C)CNC(C1=CC(=C(C=C1)OC)OC)=O (1-(2-Cyanoethyl)-2-(3,4-dimethoxybenzoylamino-methyl)-5-methyl-pyrrole). Reaction SMILES: [OH-].[CH2:2]([N+:9](C)(C)C)[C:3]1C=CC=C[CH:4]=1.[CH3:13][O:14][C:15]1[CH:16]=[C:17]([CH:28]=[CH:29][C:30]=1[O:31][CH3:32])[C:18]([NH:20][CH2:21][C:22]1[NH:23][C:24]([CH3:27])=[CH:25][CH:26]=1)=[O:19].C(#N)C=C>C(Cl)Cl>[C:2]([CH2:3][CH2:4][N:23]1[C:24]([CH3:27])=[CH:25][CH:26]=[C:22]1[CH2:21][NH:20][C:18](=[O:19])[C:17]1[CH:28]=[CH:29][C:30]([O:31][CH3:32])=[C:15]([O:14][CH3:13])[CH:16]=1)#[N:9] |f:0.1|. Reported procedure: 3 ml of benzyltrimethyl-ammonium hydroxide (40% strength solution in methanol) are added dropwise to 5.1 g (0.019 mol) of 2-(3,4-dimethoxybenzoylamino-methyl)-5-methyl-pyrrole (compare Example 16) and 15 ml (0.23 mol) of acrylonitrile, while cooling. After 30 minutes, methylene chloride is added, the mixture is filtered, water is added, and the methylene chloride phase is separated off and concentrated. Recrystallisation from ethyl acetate gives 4.3 g of product of melting point: 175° to 176° C. Starting materials: C1CCCCC12NC1(CCCCC1)NC2=O (7,14-diazadispiro[5.1.5.2]pentadecan-15-one), CN=C=O (methyl isocyanate), N12CCN(CC1)CC2 (1,4-diazabicyclo[2.2.2]octane). The solvent is C1=CC=CC=C1 (benzene). Yields the product CNC(=O)N1C2(NC3(CCCCC3)C1=O)CCCCC2 (14-methylcarbamoyl-7,14-diazadispiro[5.1.5.2]pentadecan-15-one). RXN SMILES: [CH2:1]1[C:6]2([C:15](=[O:16])[NH:14][C:8]3([CH2:13][CH2:12][CH2:11][CH2:10][CH2:9]3)[NH:7]2)[CH2:5][CH2:4][CH2:3][CH2:2]1.[CH3:17][N:18]=[C:19]=[O:20].N12CCN(CC1)CC2>C1C=CC=CC=1>[CH3:17][NH:18][C:19]([N:14]1[C:15](=[O:16])[C:6]2([CH2:1][CH2:2][CH2:3][CH2:4][CH2:5]2)[NH:7][C:8]21[CH2:13][CH2:12][CH2:11][CH2:10][CH2:9]2)=[O:20]. Reported procedure: 11.1 Parts of 7,14-diazadispiro[5.1.5.2]pentadecan-15-one, 2.9 parts of methyl isocyanate and a trace of 1,4-diazabicyclo[2.2.2]octane in 80 parts of dry benzene were heated at reflux for 48 hours, cooled and filtered. The filtrate was evaporated to dryness and the residue recrystallised from ethanol, and dried in vacuo to give 9 parts of 14-methylcarbamoyl-7,14-diazadispiro[5.1.5.2]pentadecan-15-one, having a melting point of 98° to 100°C. This material gave the following elemental analysis by ...